Dataset: the Open Reaction Database (ORD), a public repository of structured organic reaction records. Task: describe an organic reaction: reactants, conditions, products, and yield Conditions: temperature 100 celsius, time 4 hour. As a reaction SMILES: [C:1]([CH2:3][CH2:4][C:5]1[C:6]([O:15]C)=[N:7][CH:8]=[C:9]([CH:14]=1)[C:10]([O:12][CH3:13])=[O:11])#[N:2].[Cl-].[NH+]1C=CC=CC=1.C1COCC1>CN(C=O)C>[C:1]([CH2:3][CH2:4][C:5]1[C:6]([OH:15])=[N:7][CH:8]=[C:9]([CH:14]=1)[C:10]([O:12][CH3:13])=[O:11])#[N:2] |f:1.2|. The yield is 86.9%. The solvent is CN(C)C=O (DMF). The reactants are C(#N)CCC=1C(=NC=C(C(=O)OC)C1)OC (methyl 5-(2-cyanoethyl)-6-methoxynicotinate), [Cl-].[NH+]1=CC=CC=C1 (pyridinium chloride), C1CCOC1 (THF). Product: C(#N)CCC=1C(=NC=C(C(=O)OC)C1)O (methyl 5-(2-cyanoethyl)-6-hydroxynicotinate). Procedure details: Under a nitrogen atmosphere, to a solution of methyl 5-(2-cyanoethyl)-6-methoxynicotinate (589 mg) in DMF (10 mL) was added pyridinium chloride (3.01 g), and the mixture was stirred at 100° C. for 4 hr. To the reaction mixture was added THF at 0° C., and the resulting precipitate was removed by filtration. The solvent in the filtrate was evaporated under reduced pressure, and the residue was purified by silica gel column chromatography (ethyl acetate/hexane) to give the title compound (479 mg) a... Reactants: CC1=C(N)C=CC(=C1)I (2-methyl-4-iodoaniline), [Li+].CC(C)[N-]C(C)C (LDA), C(Cl)Cl.CO (CH2Cl2 MeOH), N1N=NN=C1C1=C(C=CC(=C1)Cl)F (1-(tetrazol-5-yl)-2-fluoro-5-chlorobenzene). Run in C1CCOC1 (THF), C1CCOC1 (THF). Run at time 0.5 hour. Product: CH2Cl2-, ClC1(CC(C(C=C1)N)(C)C1=NN=NN1)I (4-Chloro-2-(1H-tetrazol-5-yl)-(4-iodo-2-methyl-phenyl)-amine). Isolated yield 48.0%. Reaction SMILES: [CH3:1][C:2]1[CH:8]=[C:7]([I:9])[CH:6]=[CH:5][C:3]=1[NH2:4].[Li+].CC([N-]C(C)C)C.[NH:18]1[C:22](C2C=C(Cl)C=CC=2F)=[N:21][N:20]=[N:19]1.C(Cl)[Cl:32].CO>C1COCC1>[Cl:32][C:7]1([I:9])[CH:6]=[CH:5][CH:3]([NH2:4])[C:2]([C:22]2[NH:21][N:20]=[N:19][N:18]=2)([CH3:1])[CH2:8]1 |f:1.2,4.5|. Reported procedure: To a solution of 2-methyl-4-iodoaniline (3.52 g, 0.0151 mol) in THF (25 mL) at −78° C., LDA (2 molar solution in THF, 11.33 mL, 0.02267 mol) was added dropwise. After stirring for 0.5 hours, a solution of 1-(tetrazol-5-yl)-2-fluoro-5-chlorobenzene (1.5 g, 0.00756 mol) in THF (15 mL) was added dropwise. The reaction was stirred for 16 hours as it warmed up to room temperature. The reaction mixture was quenched with aqueous conc. NH4Cl solution and extracted with CH2Cl2. The organic layer was drie... Starting materials: O=C(O)c1ccc(F)cc1Br, O=C([O-])[O-], CCOCCO, [Cu], [Cu]I, [K+], [K+], Nc1ccccc1F, O. Yields the product O=C(O)c1ccc(F)cc1Nc1ccccc1F. As a reaction SMILES: [Br:1][c:2]1[c:3]([C:4](=[O:5])[OH:6])[cH:7][cH:8][c:9]([F:11])[cH:10]1.[C:20](=[O:21])([O-:22])[O-:23].[CH3:26][CH2:27][O:28][CH2:29][CH2:30][OH:31].[Cu:32].[Cu:33][I:34].[K+:24].[K+:25].[NH2:12][c:13]1[cH:14][cH:15][cH:16][cH:17][c:18]1[F:19].[OH2:35]>>[c:2]1([NH:12][c:13]2[cH:14][cH:15][cH:16][cH:17][c:18]2[F:19])[c:3]([C:4](=[O:5])[OH:6])[cH:7][cH:8][c:9]([F:11])[cH:10]1. Starting materials: C(=O)(OC(C)(C)C)NCC=C (N-Boc-allylamine), C(C)(CC)[Li] (sec-butyllithium), N#N (N2), FC(C=1C=C(C=O)C=C(C1)C(F)(F)F)(F)F (3,5-bis-trifluoromethylbenzaldehyde). The reagents and catalysts are [Cl-].[Cl-].[Zn+2] (ZnCl2). Solvent: C1CCOC1 (THF). Run at temperature -78 celsius, time 2 hour. The product is FC(C=1C=C(C=C(C1)C(F)(F)F)C(C(C=C)NC(OC(C)(C)C)=O)O)(F)F (tert-butyl {1-[3,5-bis(trifluoromethyl)phenyl]-1-hydroxybut-3-en-2-yl}carbamate). The yield is 44.9%. Reaction SMILES: [C:1]([NH:8][CH2:9][CH:10]=[CH2:11])([O:3][C:4]([CH3:7])([CH3:6])[CH3:5])=[O:2].C([Li])(CC)C.N#N.[F:19][C:20]([F:34])([F:33])[C:21]1[CH:22]=[C:23]([CH:26]=[C:27]([C:29]([F:32])([F:31])[F:30])[CH:28]=1)[CH:24]=[O:25]>C1COCC1.[Cl-].[Cl-].[Zn+2]>[F:19][C:20]([F:33])([F:34])[C:21]1[CH:22]=[C:23]([CH:24]([OH:25])[CH:9]([NH:8][C:1](=[O:2])[O:3][C:4]([CH3:7])([CH3:6])[CH3:5])[CH:10]=[CH2:11])[CH:26]=[C:27]([C:29]([F:32])([F:30])[F:31])[CH:28]=1 |f:5.6.7|. Procedure details: To N-Boc-allylamine (50.0 g, 0.318 mol) in anhydrous THF (800 mL) at −78° C. was added sec-butyllithium (1.30 M in cyclohexane, 538.0 mL, 0.7 mol) dropwise under a stream of N2 gas. The resulting yellow solution was stirred at −78° C. for an additional 2 hours, after which time ZnCl2 (1.1 M in Et2O, 349.8 mL, 0.35 mol) was added. The solution was stirred for 1 hour before 3,5-bis-trifluoromethylbenzaldehyde (169.3 g, 0.700 mol) was added to the clear solution. The mixture was stirred at −78° C. ... Reactants: BrC(C(=O)C1(CCC1)C1=CC=C(C=C1)Cl)CC1=CC=CC=C1 (2-bromo-1-[1-(4-chlorophenyl)cyclobutyl]-3-phenylpropan-1-one), N1C(NCC1)=S (imidazolidine-2-thione), C(C)O (ethanol). The solvent is C(C)(=O)O (acetic acid). Product: Br.C(C1=CC=CC=C1)C1=C(N2C(S1)=NCC2)C2(CCC2)C2=CC=C(C=C2)Cl (2-benzyl-3-[1-(4-chlorophenyl)cyclobutyl]-5,6-dihydroimidazo[2,1-b]-thiazole hydrobromide). Reaction SMILES: [Br:1][CH:2]([CH2:16][C:17]1[CH:22]=[CH:21][CH:20]=[CH:19][CH:18]=1)[C:3]([C:5]1([C:9]2[CH:14]=[CH:13][C:12]([Cl:15])=[CH:11][CH:10]=2)[CH2:8][CH2:7][CH2:6]1)=O.[NH:23]1[CH2:27][CH2:26][NH:25][C:24]1=[S:28].C(O)C>C(O)(=O)C>[BrH:1].[CH2:16]([C:2]1[S:28][C:24]2=[N:23][CH2:27][CH2:26][N:25]2[C:3]=1[C:5]1([C:9]2[CH:14]=[CH:13][C:12]([Cl:15])=[CH:11][CH:10]=2)[CH2:8][CH2:7][CH2:6]1)[C:17]1[CH:22]=[CH:21][CH:20]=[CH:19][CH:18]=1 |f:4.5|. Procedure: A mixture of the crude 2-bromo-1-[1-(4-chlorophenyl)cyclobutyl]-3-phenylpropan-1-one described above, imidazolidine-2-thione (1.02 g), ethanol (15 ml) and acetic acid (10 ml) was heated under reflux for 18 hours then allowed to cool to ambient temperature. The solvents were removed in vacuo and the residue was dried by azeotropic distillation with ethanol (50 ml) followed by ethyl acetate (50 ml). The solid remaining after removal of residual solvent in vacuo was crystallised from ethanol. The r...